From a dataset of the Open Reaction Database (ORD), a public repository of structured organic reaction records. describe an organic reaction: reactants, conditions, products, and yield Reactants: NC=1C(N(C(=CC1)C)CC(=O)OC(C)(C)C)=O (tert-butyl 2-[3-amino-6-methyl-2-oxo-1(2H)-pyridinyl]acetate), C(CCC)S(=O)(=O)Cl (1-butanesulfonyl chloride). Yields the product C(CCC)S(=O)(=O)NC=1C(N(C(=CC1)C)CC(=O)OC(C)(C)C)=O (tert-butyl 2-[3-[(butylsulfonyl)amino]-6 -methyl-2-oxo-1(2H)-pyridinyl]acetate). RXN SMILES: [NH2:1][C:2]1[C:3](=[O:17])[N:4]([CH2:9][C:10]([O:12][C:13]([CH3:16])([CH3:15])[CH3:14])=[O:11])[C:5]([CH3:8])=[CH:6][CH:7]=1.[CH2:18]([S:22](Cl)(=[O:24])=[O:23])[CH2:19][CH2:20][CH3:21]>>[CH2:18]([S:22]([NH:1][C:2]1[C:3](=[O:17])[N:4]([CH2:9][C:10]([O:12][C:13]([CH3:16])([CH3:15])[CH3:14])=[O:11])[C:5]([CH3:8])=[CH:6][CH:7]=1)(=[O:24])=[O:23])[CH2:19][CH2:20][CH3:21]. Procedure details: The title compound was prepared from tert-butyl 2-[3-amino-6-methyl-2-oxo-1(2H)-pyridinyl]acetate (EXAMPLE 1, STEP 1-3), and 1-butanesulfonyl chloride using the procedure of EXAMPLE 9 (STEP 2). The product was recrystallized from ethylacetate to give a white crystalline solid compound. Starting materials: ClC=1C=C(C=CC1NC(=O)C1=C(C=CC(=C1)OCC1=CC(=CC=C1)Cl)Cl)CC(=O)OCC (ethyl (3-chloro-4-{[(2-chloro-5-{[(3-chlorophenyl)methyl]oxy}phenyl)carbonyl]amino}phenyl)acetate), O (water). Run in C(C)(=O)O (acetic acid), Cl (HCl). Product: ClC=1C=C(C=CC1NC(=O)C1=C(C=CC(=C1)OCC1=CC(=CC=C1)Cl)Cl)CC(=O)O ((3-Chloro-4-{[(2-chloro-5-{[(3-chlorophenyl)methyl]oxy}phenyl)carbonyl]amino}phenyl)acetic Acid). The yield is 45.9%. As a reaction SMILES: [Cl:1][C:2]1[CH:3]=[C:4]([CH2:27][C:28]([O:30]CC)=[O:29])[CH:5]=[CH:6][C:7]=1[NH:8][C:9]([C:11]1[CH:16]=[C:15]([O:17][CH2:18][C:19]2[CH:24]=[CH:23][CH:22]=[C:21]([Cl:25])[CH:20]=2)[CH:14]=[CH:13][C:12]=1[Cl:26])=[O:10].O>C(O)(=O)C.Cl>[Cl:1][C:2]1[CH:3]=[C:4]([CH2:27][C:28]([OH:30])=[O:29])[CH:5]=[CH:6][C:7]=1[NH:8][C:9]([C:11]1[CH:16]=[C:15]([O:17][CH2:18][C:19]2[CH:24]=[CH:23][CH:22]=[C:21]([Cl:25])[CH:20]=2)[CH:14]=[CH:13][C:12]=1[Cl:26])=[O:10]. Procedure: A solution of ethyl (3-chloro-4-{[(2-chloro-5-{[(3-chlorophenyl)methyl]oxy}phenyl)carbonyl]amino}phenyl)acetate (72 mg, 0.15 mmol) in acetic acid (3 ml) and 2M HCl (3 ml) was heated at 90° C. for 2 hours. On cooling water was added and the mixture filtered. The resulting solid was dried in vac oven, then triturated with ether to afford the title compound as an off-white solid (32 mg). MS (ES+) m/z 464 [M+H]+ (C24H2035Cl3NO4). 1H-NMR (400 MHz, d6-DMSO) δ 3.63 (2H, s), 5.20 (2H, s), 7.17 (1H, dd, ... Reactants: CC(C)OCCO, COC(=O)c1n[nH]c(C(=O)OC)c1[N+](=O)[O-], CC(C)OC(=O)N=NC(=O)OC(C)C, C1CCOC1, c1ccc(P(c2ccccc2)c2ccccc2)cc1. Yields the product COC(=O)c1nn(CCOC(C)C)c(C(=O)OC)c1[N+](=O)[O-]. As a reaction SMILES: [CH:36]([CH3:37])([CH3:38])[O:39][CH2:40][CH2:41][OH:42].[N+:1](=[O:2])([O-:3])[c:4]1[c:5]([C:13](=[O:14])[O:15][CH3:16])[n:6][nH:7][c:8]1[C:9](=[O:10])[O:11][CH3:12].[O:43]=[C:44]([O:45][CH:46]([CH3:47])[CH3:48])[N:49]=[N:50][C:51]([O:52][CH:53]([CH3:54])[CH3:55])=[O:56].[O:57]1[CH2:58][CH2:59][CH2:60][CH2:61]1.[c:17]1([P:18]([c:19]2[cH:20][cH:21][cH:22][cH:23][cH:24]2)[c:25]2[cH:26][cH:27][cH:28][cH:29][cH:30]2)[cH:31][cH:32][cH:33][cH:34][cH:35]1>>[N+:1](=[O:2])([O-:3])[c:4]1[c:5]([C:13](=[O:14])[O:15][CH3:16])[n:6][n:7]([CH2:41][CH2:40][O:39][CH:36]([CH3:37])[CH3:38])[c:8]1[C:9](=[O:10])[O:11][CH3:12]. The reactants are ClC1=C(C=C(C=C1)C1=NC=2N(C(=C1)C(F)(F)F)N=CC2C(=O)O)C (5-(4-chloro-3-methyl-phenyl)-7-trifluoromethyl-pyrazolo[1,5-a]pyrimidine-3-carboxylic acid), S(N)(=O)(=O)C=1C=C(C=CC1)N (3-sulfamoyl-phenylamine). Yields the product S(N)(=O)(=O)C=1C=C(C=CC1)NC(=O)C=1C=NN2C1N=C(C=C2C(F)(F)F)C2=CC(=C(C=C2)Cl)C (5-(4-Chloro-3-methyl-phenyl)-7-trifluoromethyl-pyrazolo[1,5-a]pyrimidine-3-carboxylic acid(3-sulfamoyl-phenyl)-amide). Reaction SMILES: [Cl:1][C:2]1[CH:7]=[CH:6][C:5]([C:8]2[CH:13]=[C:12]([C:14]([F:17])([F:16])[F:15])[N:11]3[N:18]=[CH:19][C:20]([C:21](O)=[O:22])=[C:10]3[N:9]=2)=[CH:4][C:3]=1[CH3:24].[S:25]([C:29]1[CH:30]=[C:31]([NH2:35])[CH:32]=[CH:33][CH:34]=1)(=[O:28])(=[O:27])[NH2:26]>>[S:25]([C:29]1[CH:30]=[C:31]([NH:35][C:21]([C:20]2[CH:19]=[N:18][N:11]3[C:12]([C:14]([F:16])([F:17])[F:15])=[CH:13][C:8]([C:5]4[CH:6]=[CH:7][C:2]([Cl:1])=[C:3]([CH3:24])[CH:4]=4)=[N:9][C:10]=23)=[O:22])[CH:32]=[CH:33][CH:34]=1)(=[O:27])(=[O:28])[NH2:26]. Reported procedure: The title compound was prepared from 5-(4-chloro-3-methyl-phenyl)-7-trifluoromethyl-pyrazolo[1,5-a]pyrimidine-3-carboxylic acid (example C.6) and 3-sulfamoyl-phenylamine [commercially available] according to general procedure II. Yellow solid. MS (ISP) 510.2 [(M+H)+]; mp 275° C. Reactants: C(=O)(O)[O-].[Na+] (NaHCO3), NCCN1CCC(CC1)CNC(C1=CC(=CC(=C1)C(F)(F)F)C(F)(F)F)=O (N-((1-(2-aminoethyl)piperidin-4-yl)methyl)-3,5-bis(trifluoromethyl)benzamide), N1=C(C=CC=C1C)C (2,6-lutidine), C(C)(C)S(=O)(=O)Cl (isopropylsulfonyl chloride). The solvent is CCOC(=O)C (EtOAc), C(Cl)Cl (CH2Cl2). Conditions: temperature -20 celsius, time 8 hour. Yields the product CC(C)S(=O)(=O)NCCN1CCC(CC1)CNC(C1=CC(=CC(=C1)C(F)(F)F)C(F)(F)F)=O (N-((1-(2-(1-methylethylsulfonamido)ethyl)piperidin-4-yl)methyl)-3,5-bis(trifluoromethyl)benzamide). RXN SMILES: [NH2:1][CH2:2][CH2:3][N:4]1[CH2:9][CH2:8][CH:7]([CH2:10][NH:11][C:12](=[O:27])[C:13]2[CH:18]=[C:17]([C:19]([F:22])([F:21])[F:20])[CH:16]=[C:15]([C:23]([F:26])([F:25])[F:24])[CH:14]=2)[CH2:6][CH2:5]1.N1C(C)=CC=CC=1C.[CH:36]([S:39](Cl)(=[O:41])=[O:40])([CH3:38])[CH3:37].C([O-])(O)=O.[Na+]>C(Cl)Cl.CCOC(C)=O>[CH3:37][CH:36]([S:39]([NH:1][CH2:2][CH2:3][N:4]1[CH2:5][CH2:6][CH:7]([CH2:10][NH:11][C:12](=[O:27])[C:13]2[CH:18]=[C:17]([C:19]([F:21])([F:22])[F:20])[CH:16]=[C:15]([C:23]([F:24])([F:25])[F:26])[CH:14]=2)[CH2:8][CH2:9]1)(=[O:41])=[O:40])[CH3:38] |f:3.4|. Procedure details: A solution of N-((1-(2-aminoethyl)piperidin-4-yl)methyl)-3,5-bis(trifluoromethyl)benzamide (70 mg, 0.18 mmol) and 2,6-lutidine (123 μL, 0.882 mmol) in CH2Cl2 (2 mL) was treated with isopropylsulfonyl chloride (49.9 mg, 0.35 mmol). The reaction was stirred overnight and then transferred to a test tube containing saturated aqueous NaHCO3 (4 mL) and EtOAc (4 mL). The biphasic mixture was mixed vigourously and allowed to separate for 15 min. After separation, the mixture was cooled to −20° C. until ... The reactants are C1(=CC=CC=C1)C(N1C=NC(=C1)CCC[O-])(C1=CC=CC=C1)C1=CC=CC=C1.[Na+] (sodium 3-(1-triphenylmethyl-1H-imidazol-4-yl)propanolate), [Br-].CC(CC)C (3-methylbutane bromide), O1CCOCCOCCOCCOCC1 (1, 4, 7, 10, 13-pentaoxacyclopentadecane). Run in C1(=CC=CC=C1)C (toluene). Reaction conditions: temperature 70 celsius. Yields the product CC(CCOCCCC=1N=CNC1)C (3-(1H-Imidazol-4-yl)propyl 3-methylbutyl ether). Reaction SMILES: C1(C(C2C=CC=CC=2)(C2C=CC=CC=2)[N:8]2[CH:12]=[C:11]([CH2:13][CH2:14][CH2:15][O-:16])[N:10]=[CH:9]2)C=CC=CC=1.[Na+].[Br-].[CH3:31][CH:32]([CH3:35])[CH2:33][CH3:34].O1CCOCCOCCOCCOCC1>C1(C)C=CC=CC=1>[CH3:31][CH:32]([CH3:35])[CH2:33][CH2:34][O:16][CH2:15][CH2:14][CH2:13][C:11]1[N:10]=[CH:9][NH:8][CH:12]=1 |f:0.1,2.3|. Procedure details: 5 mmol of sodium 3-(1-triphenylmethyl-1H-imidazol-4-yl)propanolate, 5 mmol of 3-methylbutane bromide and 0.5 mmol of 15-crown-15 (1, 4, 7, 10, 13-pentaoxacyclopentadecane) dissolved in 10 ml of anhydrous toluene are refluxed for 24 hours. The solvent is then evaporated off, and the residue dissolved in 10 ml THF and 30 ml 2N HCl and then heated at 70° C. for 2 hours. The THF is evaporated off under reduced pressure and triphenylmethanol is extracted with diethyl ether. The aqueous phase is neutr... Yield: 83.0%. The reactants are CC1=C(N)C=CC(=C1)[N+](=O)[O-] (2-methyl-4-nitroaniline), C1(C=2C(C(=O)O1)=CC=CC2)=O (phthalic anhydride). Procedure: A mixture of 10.0 g (65.7 mmole) of 2-methyl-4-nitroaniline and 10.7 g (72.3 mmole) of phthalic anhydride was heated in an oil bath with an initial temperature of 150°. As the temperature was raised slowly to 165°, the mixture melted and resolidified. The cooled mixture was triturated with 200 ml of dichloromethane and filtered, and the filtrate was washed successively with 3N aqueous hydrochloric acid, water, and 5% aqueous sodium hydroxide. The organic phase was dried over calcium chloride, tr... RXN SMILES: [CH3:1][C:2]1[CH:8]=[C:7]([N+:9]([O-:11])=[O:10])[CH:6]=[CH:5][C:3]=1[NH2:4].[C:12]1(=O)[O:17][C:15](=[O:16])[C:14]2=[CH:18][CH:19]=[CH:20][CH:21]=[C:13]12>>[CH3:1][C:2]1[CH:8]=[C:7]([N+:9]([O-:11])=[O:10])[CH:6]=[CH:5][C:3]=1[N:4]1[C:15](=[O:16])[C:14]2=[CH:18][CH:19]=[CH:20][CH:21]=[C:13]2[C:12]1=[O:17]. The product is CC1=C(C=CC(=C1)[N+](=O)[O-])N1C(C=2C(C1=O)=CC=CC2)=O (N-(2-methyl-4-nitrophenyl)phthalimide).